describe an organic reaction: reactants, conditions, products, and yield From a dataset of the Open Reaction Database (ORD), a public repository of structured organic reaction records. Starting materials: COC1=C(C=CC=C1)N1CCN(CC1)CC1C(C2=CC=CC=C2CC1)O (1,2,3,4-tetrahydro-2-[[4-(2-methoxyphenyl)-1-piperazinyl]methyl]-1-naphthalenol), C([O-])(O)=O.[Na+] (sodium bicarbonate), CCOCC (ether). The solvent is S(O)(O)(=O)=O.C(C)(=O)O (sulfuric acid acetic acid), O (water). The product is C1=C(CCC2=CC=CC=C12)CN1CCN(CC1)C1=C(C=CC=C1)OC (1-[(3,4-Dihydro-2-naphthalenyl)methyl]-4-(2-methoxyphenyl)piperazine). Isolated yield 98.4%. RXN SMILES: [CH3:1][O:2][C:3]1[CH:8]=[CH:7][CH:6]=[CH:5][C:4]=1[N:9]1[CH2:14][CH2:13][N:12]([CH2:15][CH:16]2[CH2:25][CH2:24][C:23]3[C:18](=[CH:19][CH:20]=[CH:21][CH:22]=3)[CH:17]2O)[CH2:11][CH2:10]1.C(=O)(O)[O-].[Na+].CCOCC>S(=O)(=O)(O)O.C(O)(=O)C.O>[CH:17]1[C:18]2[C:23](=[CH:22][CH:21]=[CH:20][CH:19]=2)[CH2:24][CH2:25][C:16]=1[CH2:15][N:12]1[CH2:11][CH2:10][N:9]([C:4]2[CH:5]=[CH:6][CH:7]=[CH:8][C:3]=2[O:2][CH3:1])[CH2:14][CH2:13]1 |f:1.2,4.5|. Procedure details: 6.0 g of 1,2,3,4-tetrahydro-2-[[4-(2-methoxyphenyl)-1-piperazinyl]methyl]-1-naphthalenol (prepared as described in Example 1) is suspended in 24 ml of 20% sulfuric acid/acetic acid and the mixture is heated on a steam bath for 15 minutes. The reaction mixture is then cooled room temperature, diluted with water (200 ml) and then made alkaline to pH 8 using sodium bicarbonate solution. The alkaline suspension is extracted with two 250 ml portions of methylene chloride and the organic phase is back... Starting materials: CN1C(=CC2=CC=CN=C12)CCCCOC1=C(C=C(C=C1C)C=1N=NN(N1)C)C (1-methyl-2-[4-[4-(2-methyl-tetrazol-5-yl)-2,6-dimethylphenoxy]-butyl]-7-azaindole), O (water), [OH-].[Na+] (NaOH), [BH4-].[Na+] (sodium borohydride). The solvent is FC(C(=O)O)(F)F (trifluoroacetic acid). Conditions: temperature 20 celsius, time 30 minute. The product is CN1C(CC2=CC=CN=C12)CCCCOC1=C(C=C(C=C1C)C=1N=NN(N1)C)C (1-methyl-2-[4-[4-(2-methyl-tetrazol-5-yl)-2,6-dimethylphenoxy]-butyl]-2,3-dihydro-7-azaindole). The yield is 33.0%. As a reaction SMILES: [CH3:1][N:2]1[C:10]2[C:5](=[CH:6][CH:7]=[CH:8][N:9]=2)[CH:4]=[C:3]1[CH2:11][CH2:12][CH2:13][CH2:14][O:15][C:16]1[C:21]([CH3:22])=[CH:20][C:19]([C:23]2[N:24]=[N:25][N:26]([CH3:28])[N:27]=2)=[CH:18][C:17]=1[CH3:29].[BH4-].[Na+].O.[OH-].[Na+]>FC(F)(F)C(O)=O>[CH3:1][N:2]1[C:10]2[C:5](=[CH:6][CH:7]=[CH:8][N:9]=2)[CH2:4][CH:3]1[CH2:11][CH2:12][CH2:13][CH2:14][O:15][C:16]1[C:17]([CH3:29])=[CH:18][C:19]([C:23]2[N:24]=[N:25][N:26]([CH3:28])[N:27]=2)=[CH:20][C:21]=1[CH3:22] |f:1.2,4.5|. Reported procedure: A solution of 1-methyl-2-[4-[4-(2-methyl-tetrazol-5-yl)-2,6-dimethylphenoxy]-butyl]-7-azaindole (580 mg, 1.49 mmol) in 16.5 ml of trifluoroacetic acid was added in portions at 0° C. 1.88 g (29.7 mmol) of sodium borohydride. The mixture was stirred at 20° C. for 30 min and then heated at 55°-60° C. for 72 h. To the above mixture was added water, 2N NaOH solution (to pH=8), and the resulting mixture was extracted with methylene chloride. The organic layer was dried over sodium sulfate and concentr... Starting materials: ClC1=C(C=CC(=C1)Cl)C1=CC(=C(C=C1)CC)C1OC12C(OC(C2=O)(C)C)(C)C (2-(2′,4′-dichloro-4-ethylbiphenyl-3-yl)-4,4,6,6-tetramethyl-1,5-dioxaspiro[2.4]heptan-7-one), O.C1(=CC=C(C=C1)S(=O)(=O)O)C (p-toluenesulfonic acid monohydrate). The solvent is C1(=CC=CC=C1)C (toluene). Reaction conditions: temperature 150 celsius. Yields the product ClC1=C(C=CC(=C1)Cl)C1=CC(=C(C=C1)CC)C1C(C(OC(C1=O)(C)C)(C)C)=O (4-(2′,4′-dichloro-4-ethylbiphenyl-3-yl)-2,2,6,6-tetramethylpyran-3,5-dione). RXN SMILES: [Cl:1][C:2]1[CH:7]=[C:6]([Cl:8])[CH:5]=[CH:4][C:3]=1[C:9]1[CH:14]=[CH:13][C:12]([CH2:15][CH3:16])=[C:11]([CH:17]2[C:19]3([C:23](=[O:24])[C:22]([CH3:26])([CH3:25])[O:21][C:20]3([CH3:28])[CH3:27])[O:18]2)[CH:10]=1.O.C1(C)C=CC(S(O)(=O)=O)=CC=1>C1(C)C=CC=CC=1>[Cl:1][C:2]1[CH:7]=[C:6]([Cl:8])[CH:5]=[CH:4][C:3]=1[C:9]1[CH:14]=[CH:13][C:12]([CH2:15][CH3:16])=[C:11]([CH:17]2[C:23](=[O:24])[C:22]([CH3:26])([CH3:25])[O:21][C:20]([CH3:28])([CH3:27])[C:19]2=[O:18])[CH:10]=1 |f:1.2|. Procedure details: To a solution of 2-(2′,4′-dichloro-4-ethylbiphenyl-3-yl)-4,4,6,6-tetramethyl-1,5-dioxaspiro[2.4]heptan-7-one (0.0418 g, 0.10 mmol) in toluene (0.3 ml) is added p-toluenesulfonic acid monohydrate (0.019 g, 0.10 mmol). The mixture is then heated at 150° C. for 1 hour, after which it is allowed to cool to room temperature. The reaction mixture is poured into distilled water, dried over sodium sulfate, then concentrated in vacuo to afford 4-(2′,4′-dichloro-4-ethylbiphenyl-3-yl)-2,2,6,6-tetramethylpy...